This data is from the Open Reaction Database (ORD), a public repository of structured organic reaction records. The task is: describe an organic reaction: reactants, conditions, products, and yield Starting materials: O=C([O-])[O-], CN(C)C=O, CS(=O)(=O)OCCCOc1c(Cl)cc(OCC=C(Cl)Cl)cc1Cl, [K+], [K+], O, O=C1CCCc2cc(O)ccc21. As a reaction SMILES: [C:24](=[O:25])([O-:26])[O-:27].[CH3:43][N:44]([CH3:45])[CH:46]=[O:47].[Cl:1][c:2]1[c:3]([O:4][CH2:5][CH2:6][CH2:7][O:8][S:9]([CH3:10])(=[O:11])=[O:12])[c:13]([Cl:23])[cH:14][c:15]([O:17][CH2:18][CH:19]=[C:20]([Cl:21])[Cl:22])[cH:16]1.[K+:28].[K+:29].[OH2:42].[OH:30][c:31]1[cH:32][c:33]2[c:38]([cH:39][cH:40]1)[C:37](=[O:41])[CH2:36][CH2:35][CH2:34]2>>[Cl:1][c:2]1[c:3]([O:4][CH2:5][CH2:6][CH2:7][O:8][c:31]2[cH:32][c:33]3[c:38]([cH:39][cH:40]2)[C:37](=[O:41])[CH2:36][CH2:35][CH2:34]3)[c:13]([Cl:23])[cH:14][c:15]([O:17][CH2:18][CH:19]=[C:20]([Cl:21])[Cl:22])[cH:16]1. Yields the product O=C1CCCc2cc(OCCCOc3c(Cl)cc(OCC=C(Cl)Cl)cc3Cl)ccc21. Reactants: O (water), CCN(C(C)C)C(C)C (Hünig base), BrC1=CC(=C(C=C1)O)Cl (4-bromo-2-chlorophenol), BrCC(=O)OCC (ethyl bromoacetate). The solvent is CN(C)C=O (DMF). Reaction conditions: temperature 100 celsius, time 4 hour. The product is BrC1=CC(=C(OCC(=O)OCC)C=C1)Cl (ethyl (4-bromo-2-chloro-phenoxy)-acetate). Reaction SMILES: CCN(C(C)C)C(C)C.[Br:10][C:11]1[CH:16]=[CH:15][C:14]([OH:17])=[C:13]([Cl:18])[CH:12]=1.Br[CH2:20][C:21]([O:23][CH2:24][CH3:25])=[O:22].O>CN(C=O)C>[Br:10][C:11]1[CH:16]=[CH:15][C:14]([O:17][CH2:20][C:21]([O:23][CH2:24][CH3:25])=[O:22])=[C:13]([Cl:18])[CH:12]=1. Reported procedure: 14.5 mL (83.242 mmol) Hünig base was added to a solution of 7.800 g (37.222 mmol) 4-bromo-2-chlorophenol and 4.70 mL (41.537 mmol) ethyl bromoacetate in 100 mL DMF and the mixture was stirred for 4 h at 100° C. The reaction mixture was combined with water and exhaustively extracted with EtOAc. The combined org. phases were washed with saturated aqueous sodium bicarbonate, water and saturated aqueous NaCl, dried over sodium sulphate and evaporated down i. vac. The crude product was used in the ne... The reactants are ClC1=C(C(C(=O)OC)=CC(=C1)Cl)O (methyl 3,5-dichlorosalicylate), [I-].[Na+] (sodium iodide), C(C#C)Br (propargyl bromide), C([O-])([O-])=O.[K+].[K+] (potassium carbonate). Run in CC(=O)CC (methyl-ethyl-ketone). The product is C(C#C)OC1=C(C(=O)OC)C=C(C=C1Cl)Cl (Methyl 2-propargyloxy-3,5-dichlorobenzoate). As a reaction SMILES: [Cl:1][C:2]1[CH:11]=[C:10]([Cl:12])[CH:9]=[C:4]([C:5]([O:7][CH3:8])=[O:6])[C:3]=1[OH:13].[CH2:14](Br)[C:15]#[CH:16].C(=O)([O-])[O-].[K+].[K+].[I-].[Na+]>CC(CC)=O>[CH2:16]([O:13][C:3]1[C:2]([Cl:1])=[CH:11][C:10]([Cl:12])=[CH:9][C:4]=1[C:5]([O:7][CH3:8])=[O:6])[C:15]#[CH:14] |f:2.3.4,5.6|. Procedure: A 5 liter flask fitted with a sealed agitator, a condenser and a thermometer is used. 320 g of methyl 3,5-dichlorosalicylate (1.45 mole), 1,280 ml of methyl-ethyl-ketone and 177 g of propargyl bromide (1.45 mole+3% excess) are placed in it, then 200 g of potassium carbonate (1.45 mole) and 21.5 g of sodium iodide (0.145 mole). A thick pulp is obtained, which becomes fluid when brought to reflux. The reflux is maintained for 8 hours. Reactants: ClCCCN1C(N(CC1)CC)=O (1-(3-chloropropyl)-3-ethyl-2-imidazolidinone), NC1=CC(=C(C(=O)N[C@@H]2[C@@H](CNCC2)OC)C=C1Cl)OC (cis-4-amino-5-chloro-2-methoxy-N-(3-methoxy-4-piperidinyl)benzamide), C([O-])([O-])=O.[Na+].[Na+] (sodium carbonate), [K] (potassium). Solvent: CN(C(C)=O)C (N,N-dimethylacetamide). Conditions: temperature 70 celsius. The product is NC1=CC(=C(C(=O)N[C@@H]2[C@@H](CN(CC2)CCCN2C(N(CC2)CC)=O)OC)C=C1Cl)OC (cis-4-amino-5-chloro-N-[1-[3-(3-ethyl-2-oxo-1-imidazolidinyl)propyl]-3-methoxy-4-piperidinyl]-2-methoxybenzamide). The yield is 36.6%. Reaction SMILES: Cl[CH2:2][CH2:3][CH2:4][N:5]1[CH2:9][CH2:8][N:7]([CH2:10][CH3:11])[C:6]1=[O:12].[NH2:13][C:14]1[C:30]([Cl:31])=[CH:29][C:17]([C:18]([NH:20][C@H:21]2[CH2:26][CH2:25][NH:24][CH2:23][C@H:22]2[O:27][CH3:28])=[O:19])=[C:16]([O:32][CH3:33])[CH:15]=1.C(=O)([O-])[O-].[Na+].[Na+].[K]>CN(C)C(=O)C>[NH2:13][C:14]1[C:30]([Cl:31])=[CH:29][C:17]([C:18]([NH:20][C@H:21]2[CH2:26][CH2:25][N:24]([CH2:2][CH2:3][CH2:4][N:5]3[CH2:9][CH2:8][N:7]([CH2:10][CH3:11])[C:6]3=[O:12])[CH2:23][C@H:22]2[O:27][CH3:28])=[O:19])=[C:16]([O:32][CH3:33])[CH:15]=1 |f:2.3.4,^1:39|. Procedure: A mixture of 6.3 parts of 1-(3-chloropropyl)-3-ethyl-2-imidazolidinone, 4.76 parts of cis-4-amino-5-chloro-2-methoxy-N-(3-methoxy-4-piperidinyl)benzamide, 2.3 parts of sodium carbonate, 0.1 parts of potassium iode and 90 parts of N,N-dimethylacetamide was stirred over weekend at 70° C. After cooling, the reaction mixture was evaporated. The residue was taken up in dichloromethane and water. The organic layer was separated, washed twice with water, dried, filtered and evaporated. The residue was ... Reactants: example 1 ( b ), OC1=CC2=C(CCCO2)C=C1 (7-hydroxy-3,4-dihydro-2H-1-benzopyrane), ClCC(CCCl)O (1,4-dichloro-2-butanol). Yields the product ClCC(CCOC1=CC2=C(CCCO2)C=C1)O (1-chloro-4-(3,4-dihydro-2H-1-benzopyrane-7-yloxy)-2-butanol). As a reaction SMILES: [OH:1][C:2]1[CH:11]=[CH:10][C:5]2[CH2:6][CH2:7][CH2:8][O:9][C:4]=2[CH:3]=1.[Cl:12][CH2:13][CH:14]([OH:18])[CH2:15][CH2:16]Cl>>[Cl:12][CH2:13][CH:14]([OH:18])[CH2:15][CH2:16][O:1][C:2]1[CH:11]=[CH:10][C:5]2[CH2:6][CH2:7][CH2:8][O:9][C:4]=2[CH:3]=1. Procedure details: The starting 1-chloro-4-(3,4-dihydro-2H-1-benzopyrane-7-yloxy)-2-butanol was prepared according to example 1 (b) from 7-hydroxy-3,4-dihydro-2H-1-benzopyrane (J. Chem. Soc. 1190, 1958) and 1,4-dichloro-2-butanol (m.p. 78°-80° C.). Starting materials: O.O.[Sn](Cl)Cl (tin-(II)-chloride-dihydrate), Cl (hydrochloric acid), O.O.[Sn](Cl)Cl (tin-(II)-chloride-dihydrate), [N+](=O)([O-])C1=C(C=CC(=C1)[N+](=O)[O-])CC(=O)O (2,4-dinitrophenylacetic acid). Solvent: C(C)O (ethanol), O (water). Reaction conditions: temperature 60 celsius, time 4 hour. Product: ON1C(CC2=CC=C(C=C12)[N+](=O)[O-])=O (1-hydroxy-6-nitro-2-indolinone). Reaction SMILES: [N+:1]([C:4]1[CH:9]=[C:8]([N+:10]([O-:12])=[O:11])[CH:7]=[CH:6][C:5]=1[CH2:13][C:14]([OH:16])=O)([O-])=[O:2].Cl.O.O.[Sn](Cl)Cl>C(O)C.O>[OH:2][N:1]1[C:4]2[C:5](=[CH:6][CH:7]=[C:8]([N+:10]([O-:12])=[O:11])[CH:9]=2)[CH2:13][C:14]1=[O:16] |f:2.3.4|. Reported procedure: 2.0 g of 2,4-dinitrophenylacetic acid (prepared according to J: Chem. Soc. 1948, 1717) are dissolved in 40 ml ethanol and 6.0 ml of conc. hydrochloric acid and 4.1 g of tin-(II)-chloride-dihydrate are added in batches at ambient temperature. The mixture is stirred for 12 hours at ambient temperature and for 4 hours at 60° C. After cooling another 2.0 g of tin-(II)-chloride-dihydrate are added and the mixture is stirred for another 12 hours at ambient temperature. The reaction mixture is diluted ... The reactants are N(=NC(C(=O)[O-])(CC)C)C(C(=O)[O-])(CC)C (2,2′-azobis(methyl 2-methylpropionate)), C(C(=C)C)(=O)OCC1CO1 (glycidyl methacrylate), C(C(=C)C)(=O)OC(C)OCC (1-ethoxyethyl methacrylate), C(C(=C)C)(=O)OCCO (2-hydroxyethyl methacrylate). The solvent is C(C(C)C)C(=O)C (methyl isobutyl ketone), CCCCCCC (heptane). Conditions: time 6 hour. The product is C(C(=C)C)(=O)OCC1CO1.C(C(=C)C)(=O)OC(C)OCC.C(C(=C)C)(=O)OCCO (glycidyl methacrylate 1-ethoxyethyl methacrylate 2-hydroxyethyl methacrylate). As a reaction SMILES: [C:1]([O:6][CH2:7][CH:8]1[O:10][CH2:9]1)(=[O:5])[C:2]([CH3:4])=[CH2:3].[C:11]([O:16][CH:17]([O:19][CH2:20][CH3:21])[CH3:18])(=[O:15])[C:12]([CH3:14])=[CH2:13].[C:22]([O:27][CH2:28][CH2:29][OH:30])(=[O:26])[C:23]([CH3:25])=[CH2:24].N(C(C)(CC)C([O-])=O)=NC(C)(CC)C([O-])=O>CCCCCCC.C(C(C)=O)C(C)C>[C:1]([O:6][CH2:7][CH:8]1[O:10][CH2:9]1)(=[O:5])[C:2]([CH3:4])=[CH2:3].[C:11]([O:16][CH:17]([O:19][CH2:20][CH3:21])[CH3:18])(=[O:15])[C:12]([CH3:14])=[CH2:13].[C:22]([O:27][CH2:28][CH2:29][OH:30])(=[O:26])[C:23]([CH3:25])=[CH2:24] |f:6.7.8|. Reported procedure: Into a 500 ml-volume three-neck flask, 34.1 g (0.24 mol) of glycidyl methacrylate, 38.0 g (0.24 mol) of 1-ethoxyethyl methacrylate, 15.6 g (0.12 mol) of 2-hydroxyethyl methacrylate and 300 ml of methyl isobutyl ketone were charged. A catalytic amount of 2,2′-azobis(methyl 2-methylpropionate) was added thereto as a radical polymerization initiator, and polymerization was allowed to proceed at 80° C. for 6 hours in a nitrogen stream. The reaction solution was cooled and then poured in a large amou...